This data is from the Open Reaction Database (ORD), a public repository of structured organic reaction records. The task is: describe an organic reaction: reactants, conditions, products, and yield The product is ClC=1C(=NN(C1C1CC1)C1=CC=C(C=C1)NC(C(C(C)=O)=CN(C)C)=O)C(F)(F)F (N-{4-[4-chloro-5-cyclopropyl-3-(trifluoromethyl)-1H-pyrazol-1-yl]phenyl}-2-[(dimethylamino)methylene]-3-oxobutanamide). Procedure details: Step-2: N-{4-[4-chloro-5-cyclopropyl-3-(trifluoromethyl)-1H-pyrazol-1-yl]phenyl}-3-oxobutanamide (1.6 g, 3.98 mmol) and N,N-Dimethylformamide dimethylacetal (2.6 g, 21.9 mmol) were mixed and stirred at rt for overnight. Workup (AcOEt/H2O) followed by purification on 60-120 mesh silicagel using AcOEt and Peteher (1:1) as eluent afforded N-{4-[4-chloro-5-cyclopropyl-3-(trifluoromethyl)-1H-pyrazol-1-yl]phenyl}-2-[(dimethylamino)methylene]-3-oxobutanamide (1.3 g). Reactants: ClC=1C(=NN(C1C1CC1)C1=CC=C(C=C1)NC(CC(C)=O)=O)C(F)(F)F (N-{4-[4-chloro-5-cyclopropyl-3-(trifluoromethyl)-1H-pyrazol-1-yl]phenyl}-3-oxobutanamide), COC(N(C)C)OC (N,N-Dimethylformamide dimethylacetal). Yield: 74.1%. Conditions: time 8 hour. As a reaction SMILES: [Cl:1][C:2]1[C:3]([C:23]([F:26])([F:25])[F:24])=[N:4][N:5]([C:10]2[CH:15]=[CH:14][C:13]([NH:16][C:17](=[O:22])[CH2:18][C:19](=[O:21])[CH3:20])=[CH:12][CH:11]=2)[C:6]=1[CH:7]1[CH2:9][CH2:8]1.CO[CH:29](OC)[N:30]([CH3:32])[CH3:31]>>[Cl:1][C:2]1[C:3]([C:23]([F:24])([F:26])[F:25])=[N:4][N:5]([C:10]2[CH:11]=[CH:12][C:13]([NH:16][C:17](=[O:22])[C:18](=[CH:29][N:30]([CH3:32])[CH3:31])[C:19](=[O:21])[CH3:20])=[CH:14][CH:15]=2)[C:6]=1[CH:7]1[CH2:8][CH2:9]1. The product is Cn1ccc2c(NC(=O)c3ccccc3O)cccc21. RXN SMILES: [CH3:1][n:2]1[cH:3][cH:4][c:5]2[c:6]([NH2:11])[cH:7][cH:8][cH:9][c:10]12.[CH:12]1([N:13]=[C:14]=[N:15][CH:16]2[CH2:17][CH2:18][CH2:19][CH2:20][CH2:21]2)[CH2:22][CH2:23][CH2:24][CH2:25][CH2:26]1.[O:37]1[CH2:38][CH2:39][CH2:40][CH2:41]1.[OH:27][C:28](=[O:29])[c:30]1[cH:31][cH:32][cH:33][cH:34][c:35]1[OH:36]>>[CH3:1][n:2]1[cH:3][cH:4][c:5]2[c:6]([NH:11][C:28](=[O:27])[c:30]3[cH:31][cH:32][cH:33][cH:34][c:35]3[OH:36])[cH:7][cH:8][cH:9][c:10]12. The reactants are Cn1ccc2c(N)cccc21, C(=NC1CCCCC1)=NC1CCCCC1, C1CCOC1, O=C(O)c1ccccc1O. Starting materials: [N+](=O)([O-])C1=CC=C(CC2=C(C=CC=C2)NC(C)=O)C=C1 (N-[2-(4-nitrobenzyl)phenyl]acetamide). The reagents and catalysts are [Pd] (Pd). Solvent: CCOC(=O)C (EtOAc). Conditions: time 5 hour. The product is NC1=CC=C(CC2=C(C=CC=C2)NC(C)=O)C=C1 (N-[2-(4-aminobenzyl)phenyl]acetamide). Isolated yield 99.1%. Reaction SMILES: [N+:1]([C:4]1[CH:20]=[CH:19][C:7]([CH2:8][C:9]2[CH:14]=[CH:13][CH:12]=[CH:11][C:10]=2[NH:15][C:16](=[O:18])[CH3:17])=[CH:6][CH:5]=1)([O-])=O>CCOC(C)=O.[Pd]>[NH2:1][C:4]1[CH:20]=[CH:19][C:7]([CH2:8][C:9]2[CH:14]=[CH:13][CH:12]=[CH:11][C:10]=2[NH:15][C:16](=[O:18])[CH3:17])=[CH:6][CH:5]=1. Reported procedure: A solution of N-[2-(4-nitrobenzyl)phenyl]acetamide (6.80 g, 25.2 mmol) in EtOAc (700 mL) was treated with Pd (10% on C, 0.53 g, 0.5 mmol). The mixture was stirred under a H2 atmosphere for 5 h. The reaction mixture was filtered through Celite, before being concentrated to yield N-[2-(4-aminobenzyl)phenyl]acetamide (6.00 g, 99%): δH ((CD3)2SO)=2.00 (s, 3H), 3.75 (s, 2H), 4.80 (s, 2H), 6.45 (d, 2H), 6.80 (d, 2H), 7.00–7.15 (m, 3H), 7.35 (d, 1H), 9.20 (s, 1H). A PhMe (75 mL) suspension of this anil...